This data is from the Open Reaction Database (ORD), a public repository of structured organic reaction records. The task is: describe an organic reaction: reactants, conditions, products, and yield Reactants: Cc1cc(Br)ccn1, C1COCCO1, CCN(C(C)C)C(C)C, Fc1ccc(-c2cccn3nc(NC4CCNCC4)nc23)c(Cl)c1. Yields the product Cc1cc(N2CCC(Nc3nc4c(-c5ccc(F)cc5Cl)cccn4n3)CC2)ccn1. RXN SMILES: [Br:25][c:26]1[cH:27][c:28]([CH3:32])[n:29][cH:30][cH:31]1.[CH2:42]1[O:43][CH2:44][CH2:45][O:46][CH2:47]1.[CH:33]([N:34]([CH2:35][CH3:36])[CH:37]([CH3:38])[CH3:39])([CH3:40])[CH3:41].[Cl:1][c:2]1[c:3](-[c:9]2[c:10]3[n:11]([cH:12][cH:13][cH:14]2)[n:15][c:16]([NH:18][CH:19]2[CH2:20][CH2:21][NH:22][CH2:23][CH2:24]2)[n:17]3)[cH:4][cH:5][c:6]([F:8])[cH:7]1>>[Cl:1][c:2]1[c:3](-[c:9]2[c:10]3[n:11]([cH:12][cH:13][cH:14]2)[n:15][c:16]([NH:18][CH:19]2[CH2:20][CH2:21][N:22]([c:26]4[cH:27][c:28]([CH3:32])[n:29][cH:30][cH:31]4)[CH2:23][CH2:24]2)[n:17]3)[cH:4][cH:5][c:6]([F:8])[cH:7]1. Reactants: N(=NC(=O)OCC)C(=O)OCC (Diethyl azodicarboxylate), FC1=C(C=CC=C1)O (fluorophenol), C1(=CC=CC=C1)P(C1=CC=CC=C1)C1=CC=CC=C1 (triphenylphosphine), C(C1=CC=CC=C1)N1CCC(CC1)CO (1-benzyl-4-hydroxymethylpiperidine). Run in hexanes, C(C)(=O)OCC (ethyl acetate), C1=CC=CC=C1 (benzene). Product: C(C1=CC=CC=C1)N1CCC(CC1)COC1=CC=C(C=C1)F (1-Benzyl-4-(4'-Fluorophenoxymethyl)piperidine). The yield is 24.0%. As a reaction SMILES: [F:1][C:2]1[CH:7]=[CH:6][CH:5]=[CH:4][C:3]=1O.C1(P(C2C=CC=CC=2)C2C=CC=CC=2)C=CC=CC=1.[CH2:28]([N:35]1[CH2:40][CH2:39][CH:38]([CH2:41][OH:42])[CH2:37][CH2:36]1)[C:29]1[CH:34]=[CH:33][CH:32]=[CH:31][CH:30]=1.N(C(OCC)=O)=NC(OCC)=O>C1C=CC=CC=1.C(OCC)(=O)C>[CH2:28]([N:35]1[CH2:40][CH2:39][CH:38]([CH2:41][O:42][C:5]2[CH:6]=[CH:7][C:2]([F:1])=[CH:3][CH:4]=2)[CH2:37][CH2:36]1)[C:29]1[CH:34]=[CH:33][CH:32]=[CH:31][CH:30]=1. Procedure details: A mixture of 4 fluorophenol (6.01 g, 54 mmol), triphenylphosphine (6.87 g, 64 mmol), and 1-benzyl-4-hydroxymethylpiperidine (11.0 g, 54 mmol) in benzene (300 mL) was stirred at 10°-15° C. Diethyl azodicarboxylate (11.2 g, 10.1 mL, 64 mmol) was added dropwise. The reaction mixture was heated to reflux temperature and stirred for 24 h. The reaction mixture was cooled to ambient temperature and concentrated in vacuo. The residue was dissolved in ethyl acetate; the organic solution was washed with w... Starting materials: NC=1C(N(C(=NC1C1=CC=NC=C1)Cl)C)=O (5-amino-2-chloro-3-methyl-6-pyridin-4-yl-3H-pyrimidin-4-one), C(C)(C)N(CC)C(C)C (diisopropylethylamine), C(C1=CC=CC=C1)(=O)Cl (benzoyl chloride). The solvent is ClCCl (dichloromethane). Run at time 8 hour. Yields the product ClC=1N(C(C(=C(N1)C1=CC=NC=C1)NC(C1=CC=CC=C1)=O)=O)C (N-(2-Chloro-1-methyl-6-oxo-4-pyridin-4-yl-1,6-dihydro-pyrimidin-5-yl)-benzamide). RXN SMILES: [NH2:1][C:2]1[C:3](=[O:16])[N:4]([CH3:15])[C:5]([Cl:14])=[N:6][C:7]=1[C:8]1[CH:13]=[CH:12][N:11]=[CH:10][CH:9]=1.C(N(C(C)C)CC)(C)C.[C:26](Cl)(=[O:33])[C:27]1[CH:32]=[CH:31][CH:30]=[CH:29][CH:28]=1>ClCCl>[Cl:14][C:5]1[N:4]([CH3:15])[C:3](=[O:16])[C:2]([NH:1][C:26](=[O:33])[C:27]2[CH:32]=[CH:31][CH:30]=[CH:29][CH:28]=2)=[C:7]([C:8]2[CH:13]=[CH:12][N:11]=[CH:10][CH:9]=2)[N:6]=1. Procedure: To a solution of 5-amino-2-chloro-3-methyl-6-pyridin-4-yl-3H-pyrimidin-4-one (0.42 mmol) in dichloromethane was added diisopropylethylamine (0.51 mmol) and benzoyl chloride (0.51 mmol). The reaction was stirred overnight at room temperature. The reaction solution was washed with 5% NaHCO3, and the organic layer was purified on silica. M+1=341. The reactants are ClC1=NC=CC=C1Cl (2,3-dichloropyridine), N1CCC(CC1)CN (1-(piperid-4-yl)methylamine), C([O-])([O-])=O.[Na+].[Na+] (sodium carbonate), CC(CCO)C (3-methyl-1-butanol). Run at temperature 95 celsius. The product is ClC=1C(=NC=CC1)N1CCC(CC1)CN (1-[1-(3-chloropyrid-2-yl)piperid-4-yl]methylamine). As a reaction SMILES: Cl[C:2]1[C:7]([Cl:8])=[CH:6][CH:5]=[CH:4][N:3]=1.[NH:9]1[CH2:14][CH2:13][CH:12]([CH2:15][NH2:16])[CH2:11][CH2:10]1.C(=O)([O-])[O-].[Na+].[Na+].CC(C)CCO>C(OCC)(=O)C>[Cl:8][C:7]1[C:2]([N:9]2[CH2:14][CH2:13][CH:12]([CH2:15][NH2:16])[CH2:11][CH2:10]2)=[N:3][CH:4]=[CH:5][CH:6]=1 |f:2.3.4|. Procedure: A stirred mixture of 2,3-dichloropyridine (20 g), 1-(piperid-4-yl)methylamine (30 g), sodium carbonate (30 g) and 3-methyl-1-butanol (100 ml) was heated at 95° C. for 16 hours, then cooled to ambient temperature, diluted with ethyl acetate (200 ml), and filtered. The solvents were removed in vacua, and the residual oil distilled to give 1-[1-(3-chloropyrid-2-yl)piperid-4-yl]methylamine as a colourless oil (22.2 g), b.p. 115°-140° C. at 0.13 mbar. The yield is 72.8%. Solvent: C(C)(=O)OCC (ethyl acetate). Reactants: CCOC(=O)CBr, CN(C)C=O, Cc1nc(Cl)c2[nH]c(=O)n(-c3c(C(C)C)csc3C)c2n1, [H-], [Na+], O. The product is CCOC(=O)Cn1c(=O)n(-c2c(C(C)C)csc2C)c2nc(C)nc(Cl)c21. As a reaction SMILES: [Br:24][CH2:25][C:26](=[O:27])[O:28][CH2:29][CH3:30].[CH3:32][N:33]([CH3:34])[CH:35]=[O:36].[Cl:1][c:2]1[c:3]2[nH:4][c:5](=[O:21])[n:6](-[c:12]3[c:13]([CH3:20])[s:14][cH:15][c:16]3[CH:17]([CH3:18])[CH3:19])[c:7]2[n:8][c:9]([CH3:11])[n:10]1.[H-:22].[Na+:23].[OH2:31]>>[Cl:1][c:2]1[c:3]2[n:4]([CH2:25][C:26](=[O:27])[O:28][CH2:29][CH3:30])[c:5](=[O:21])[n:6](-[c:12]3[c:13]([CH3:20])[s:14][cH:15][c:16]3[CH:17]([CH3:18])[CH3:19])[c:7]2[n:8][c:9]([CH3:11])[n:10]1.